This data is from the Open Reaction Database (ORD), a public repository of structured organic reaction records. The task is: describe an organic reaction: reactants, conditions, products, and yield Starting materials: O1CC1(CCCC(CCCC(CCCC(C)C)C)C)C (1,2-epoxy-2,6,10,14-tetramethylpentadecane), CC1=C(C(=C(C(=C1O)C)C)O)C (tetramethylhydroquinone), [Na] (sodium), C(CCC)[Li] (butyllithium), Cl (hydrochloric acid). Solvent: O1CCCC1 (tetrahydrofuran). Reaction conditions: time 1 hour. Product: CC1=C(C2=C(C(=C1O)C)CC[C@@](O2)(C)CCC[C@H](C)CCC[C@H](C)CCCC(C)C)C (α-tocopherol). Yield: 78.1%. As a reaction SMILES: [CH3:1][C:2]1[C:7]([OH:8])=[C:6]([CH3:9])[C:5]([CH3:10])=[C:4]([OH:11])[C:3]=1[CH3:12].[Na].C([Li])CCC.O1[C:21]([CH3:38])([CH2:22][CH2:23][CH2:24][CH:25]([CH3:37])[CH2:26][CH2:27][CH2:28][CH:29]([CH3:36])[CH2:30][CH2:31][CH2:32][CH:33]([CH3:35])[CH3:34])[CH2:20]1.Cl>O1CCCC1>[CH3:12][C:3]1[C:4]([OH:11])=[C:5]([CH3:10])[C:6]2[CH2:9][CH2:35][C@:33]([CH2:32][CH2:31][CH2:30][C@@H:29]([CH2:28][CH2:27][CH2:26][C@@H:25]([CH2:24][CH2:23][CH2:22][CH:21]([CH3:38])[CH3:20])[CH3:37])[CH3:36])([CH3:34])[O:8][C:7]=2[C:2]=1[CH3:1] |^1:12|. Reported procedure: 10 g (66.7 mmol) of tetramethylhydroquinone are dissolved in 100 ml of dry tetrahydrofuran, 4 g (139 mmol) of sodium hydridge (80% in mineral oil) was added thereto at room temperature, 45 ml of butyllithium (1.6 molar in hexane) are subsequently added dropwise and the mixture is stirred for 1 hour. 10 g (44.3 mmol) of 1,2-epoxy-2,6,10,14-tetramethylpentadecane are now added dropwise; the mixture is left to react for 12 hours while stirring. 100 ml of 1N methanolic hydrochloric acid area added a... Reactants: FC1=C(C=C(C=C1)OC)C1=C(C=C(C=C1)O)C=1CC(OC(C1)(C)C)(C)C (2′-fluoro-5′-methoxy-2-(2,2,6,6-tetramethyl-3,6-dihydro-2H-pyran-4-yl)biphenyl-4-ol). Reagents/catalysts: [OH-].[Pd+2].[OH-] (palladium hydroxide). Solvent: CO (methanol). Run at temperature 60 celsius, time 3 hour. Yields the product crude product, FC1=C(C=C(C=C1)OC)C1=C(C=C(C=C1)O)C1CC(OC(C1)(C)C)(C)C (2′-fluoro-5′-methoxy-2-(2,2,6,6-tetramethyltetrahydro-2H-pyran-4-yl)biphenyl-4-ol). RXN SMILES: [F:1][C:2]1[CH:7]=[CH:6][C:5]([O:8][CH3:9])=[CH:4][C:3]=1[C:10]1[CH:15]=[CH:14][C:13]([OH:16])=[CH:12][C:11]=1[C:17]1[CH2:18][C:19]([CH3:26])([CH3:25])[O:20][C:21]([CH3:24])([CH3:23])[CH:22]=1>CO.[OH-].[Pd+2].[OH-]>[F:1][C:2]1[CH:7]=[CH:6][C:5]([O:8][CH3:9])=[CH:4][C:3]=1[C:10]1[CH:15]=[CH:14][C:13]([OH:16])=[CH:12][C:11]=1[CH:17]1[CH2:18][C:19]([CH3:26])([CH3:25])[O:20][C:21]([CH3:24])([CH3:23])[CH2:22]1 |f:2.3.4|. Procedure details: To a solution of 2′-fluoro-5′-methoxy-2-(2,2,6,6-tetramethyl-3,6-dihydro-2H-pyran-4-yl)biphenyl-4-ol (124 mg) in methanol (3 mL) was added 20% palladium hydroxide (28 mg) and, under a hydrogen atmosphere, the mixture was stirred at 60° C. for 3 hr. The reaction mixture was filtered, and the solvent of the filtrate was evaporated under reduced pressure to give a crude product of the title compound as a colorless oil. This compound was used for the next step without further purification. Reactants: CO, Cl, CC(C)(C)S(=O)NC(c1ccc(F)cc1Cc1cccc2cc(-c3nc(NCCn4ccnn4)ncc3F)sc12)C(F)(F)F. The product is NC(c1ccc(F)cc1Cc1cccc2cc(-c3nc(NCCn4ccnn4)ncc3F)sc12)C(F)(F)F. As a reaction SMILES: [CH3:46][OH:47].[ClH:45].[n:1]1([CH2:6][CH2:7][NH:8][c:9]2[n:10][cH:11][c:12]([F:44])[c:13](-[c:15]3[cH:16][c:17]4[c:18]([s:19]3)[c:20]([CH2:24][c:25]3[c:26]([CH:32]([C:33]([F:34])([F:35])[F:36])[NH:37][S:38]([C:39]([CH3:40])([CH3:41])[CH3:42])=[O:43])[cH:27][cH:28][c:29]([F:31])[cH:30]3)[cH:21][cH:22][cH:23]4)[n:14]2)[n:2][n:3][cH:4][cH:5]1>>[n:1]1([CH2:6][CH2:7][NH:8][c:9]2[n:10][cH:11][c:12]([F:44])[c:13](-[c:15]3[cH:16][c:17]4[c:18]([s:19]3)[c:20]([CH2:24][c:25]3[c:26]([CH:32]([C:33]([F:34])([F:35])[F:36])[NH2:37])[cH:27][cH:28][c:29]([F:31])[cH:30]3)[cH:21][cH:22][cH:23]4)[n:14]2)[n:2][n:3][cH:4][cH:5]1. Reactants: Cl.NCC(=O)N1CCN(CC1)C(C1=C(C=CC=C1)C(F)(F)F)=O (2-amino-1-[4-(2-trifluoromethyl-benzoyl)-piperazin-1-yl]-ethanone hydrochloride salt), CCN(C(C)C)C(C)C (DIPEA), O1COC2=C1C=CC(=C2)C2=CC(=NN2)C(=O)O (5-benzo[1,3]dioxol-5-yl-1H-pyrazole-3-carboxylic acid), C=1C=CC2=C(C1)N=NN2O (HOBT), CCN=C=NCCCN(C)C (EDCI). The solvent is O (water), CN(C)C=O (DMF). Reaction conditions: time 2 minute. The product is O=C(CNC(=O)C1=NNC(=C1)C1=CC2=C(OCO2)C=C1)N1CCN(CC1)C(C1=C(C=CC=C1)C(F)(F)F)=O (5-benzo[1,3]dioxol-5-yl-1H-pyrazole-3-carboxylic acid {2-oxo-2-[4-(2-trifluoromethyl-benzoyl)-piperazin-1-yl]-ethyl}-amide). The yield is 95.5%. RXN SMILES: CCN(C(C)C)C(C)C.[O:10]1[C:14]2[CH:15]=[CH:16][C:17]([C:19]3[NH:23][N:22]=[C:21]([C:24]([OH:26])=O)[CH:20]=3)=[CH:18][C:13]=2[O:12][CH2:11]1.C1C=CC2N(O)N=NC=2C=1.CCN=C=NCCCN(C)C.Cl.[NH2:49][CH2:50][C:51]([N:53]1[CH2:58][CH2:57][N:56]([C:59](=[O:70])[C:60]2[CH:65]=[CH:64][CH:63]=[CH:62][C:61]=2[C:66]([F:69])([F:68])[F:67])[CH2:55][CH2:54]1)=[O:52]>CN(C=O)C.O>[O:52]=[C:51]([N:53]1[CH2:54][CH2:55][N:56]([C:59](=[O:70])[C:60]2[CH:65]=[CH:64][CH:63]=[CH:62][C:61]=2[C:66]([F:69])([F:68])[F:67])[CH2:57][CH2:58]1)[CH2:50][NH:49][C:24]([C:21]1[CH:20]=[C:19]([C:17]2[CH:16]=[CH:15][C:14]3[O:10][CH2:11][O:12][C:13]=3[CH:18]=2)[NH:23][N:22]=1)=[O:26] |f:4.5|. Reported procedure: DIPEA (77 mg, 0.1 mL, 0.59 mmol) was added to a stirred solution of 5-benzo[1,3]dioxol-5-yl-1H-pyrazole-3-carboxylic acid (60 mg, 0.17 mmol))(prepared by the method as described above) in DMF (2 mL). HOBT (24 mg, 0.17 mmol) and EDCI (34.3 mg, 0.17 mmol) were then added at room temperature. After 2 minutes, 2-amino-1-[4-(2-trifluoromethyl-benzoyl)-piperazin-1-yl]-ethanone hydrochloride salt (60 mg, 0.17 mmol) was added and the resulting mixture was stirred at room temperature overnight. Cold wate... Starting materials: CO, Cn1ccc2c(-n3cc(C(=O)Cl)c4ccccc43)ncnc21, ClCCl, Cl, Cl, N=C(N)N, [Na], C1CCOC1. The product is Cl, Cn1ccc2c(-n3cc(C(=O)NC(=N)N)c4ccccc43)ncnc21. As a reaction SMILES: [CH3:35][OH:36].[Cl:13][C:14](=[O:15])[c:16]1[cH:17][n:18](-[c:25]2[c:26]3[c:27]([n:28][cH:29][n:30]2)[n:31]([CH3:34])[cH:32][cH:33]3)[c:19]2[cH:20][cH:21][cH:22][cH:23][c:24]12.[Cl:37][CH2:38][Cl:39].[ClH:12].[ClH:2].[NH2:3][C:4](=[NH:5])[NH2:6].[Na:1].[O:7]1[CH2:8][CH2:9][CH2:10][CH2:11]1>>[ClH:13].[NH:3]=[C:4]([NH:5][C:14](=[O:15])[c:16]1[cH:17][n:18](-[c:25]2[c:26]3[c:27]([n:28][cH:29][n:30]2)[n:31]([CH3:34])[cH:32][cH:33]3)[c:19]2[cH:20][cH:21][cH:22][cH:23][c:24]12)[NH2:6]. RXN SMILES: [CH2:45]([P:46]([OH:47])([OH:48])=[O:49])[CH2:50][CH3:51].[CH3:1][n:2]1[n:3][cH:4][c:5]([C:25](=[O:26])[OH:27])[c:6]1[C:7]([NH:8][c:9]1[cH:10][c:11]2[n:12]([cH:13][cH:14]1)[n:15][c:16](-[c:18]1[cH:19][cH:20][cH:21][cH:22][cH:23]1)[n:17]2)=[O:24].[CH:36]([N:37]([CH:38]([CH3:39])[CH3:40])[CH2:41][CH3:42])([CH3:43])[CH3:44].[O:52]1[CH2:53][CH2:54][CH2:55][CH2:56]1.[S:28]1(=[O:34])(=[O:35])[CH2:29][CH2:30][NH:31][CH2:32][CH2:33]1>>[CH3:1][n:2]1[n:3][cH:4][c:5]([C:25](=[O:27])[N:31]2[CH2:30][CH2:29][S:28](=[O:34])(=[O:35])[CH2:33][CH2:32]2)[c:6]1[C:7]([NH:8][c:9]1[cH:10][c:11]2[n:12]([cH:13][cH:14]1)[n:15][c:16](-[c:18]1[cH:19][cH:20][cH:21][cH:22][cH:23]1)[n:17]2)=[O:24]. The product is Cn1ncc(C(=O)N2CCS(=O)(=O)CC2)c1C(=O)Nc1ccn2nc(-c3ccccc3)nc2c1. The reactants are CCCP(=O)(O)O, Cn1ncc(C(=O)O)c1C(=O)Nc1ccn2nc(-c3ccccc3)nc2c1, CCN(C(C)C)C(C)C, C1CCOC1, O=S1(=O)CCNCC1. Reactants: COc1ccc(S(=O)(=O)Cl)cc1OC, Nc1cnc(Oc2cc3ccccc3cn2)c(Cl)c1. Product: COc1ccc(S(=O)(=O)Nc2cnc(Oc3cc4ccccc4cn3)c(Cl)c2)cc1OC. As a reaction SMILES: [CH3:20][O:21][c:22]1[cH:23][c:24]([S:30](=[O:31])(=[O:32])[Cl:33])[cH:25][cH:26][c:27]1[O:28][CH3:29].[Cl:1][c:2]1[cH:3][c:4]([NH2:19])[cH:5][n:6][c:7]1[O:8][c:9]1[n:10][cH:11][c:12]2[cH:13][cH:14][cH:15][cH:16][c:17]2[cH:18]1>>[Cl:1][c:2]1[cH:3][c:4]([NH:19][S:30]([c:24]2[cH:23][c:22]([O:21][CH3:20])[c:27]([O:28][CH3:29])[cH:26][cH:25]2)(=[O:31])=[O:32])[cH:5][n:6][c:7]1[O:8][c:9]1[n:10][cH:11][c:12]2[cH:13][cH:14][cH:15][cH:16][c:17]2[cH:18]1. The reactants are CCCCCCc1ccc(-c2nnc(-c3ccc4cc(OC(C)=O)ccc4c3)s2)cc1, CCO, Cl, [K+], [OH-], O. The product is CCCCCCc1ccc(-c2nnc(-c3ccc4cc(O)ccc4c3)s2)cc1. RXN SMILES: [CH2:3]([CH2:4][CH2:5][CH2:6][CH2:7][CH3:8])[c:9]1[cH:10][cH:11][c:12](-[c:15]2[s:16][c:17](-[c:20]3[cH:21][c:22]4[cH:23][cH:24][c:25]([O:30][C:31](=[O:32])[CH3:33])[cH:26][c:27]4[cH:28][cH:29]3)[n:18][n:19]2)[cH:13][cH:14]1.[CH3:36][CH2:37][OH:38].[ClH:35].[K+:2].[OH-:1].[OH2:34]>>[CH2:3]([CH2:4][CH2:5][CH2:6][CH2:7][CH3:8])[c:9]1[cH:10][cH:11][c:12](-[c:15]2[s:16][c:17](-[c:20]3[cH:21][c:22]4[cH:23][cH:24][c:25]([OH:30])[cH:26][c:27]4[cH:28][cH:29]3)[n:18][n:19]2)[cH:13][cH:14]1.